This data is from the Open Reaction Database (ORD), a public repository of structured organic reaction records. The task is: describe an organic reaction: reactants, conditions, products, and yield Starting materials: [Br-], CC(C)(C)OC(=O)N1CCC(=O)C1, C[Mg+], CCOCC. Yields the product CC1(O)CCN(C(=O)OC(C)(C)C)C1. As a reaction SMILES: [Br-:14].[C:1]([CH3:2])([CH3:3])([CH3:4])[O:5][C:6](=[O:7])[N:8]1[CH2:9][C:10](=[O:13])[CH2:11][CH2:12]1.[CH3:15][Mg+:16].[CH3:17][CH2:18][O:19][CH2:20][CH3:21]>>[C:1]([CH3:2])([CH3:3])([CH3:4])[O:5][C:6](=[O:7])[N:8]1[CH2:9][C:10]([OH:13])([CH3:15])[CH2:11][CH2:12]1. Starting materials: C1(CC1)N1C=NC2=C1C(=CC(=C2)C=2C=CC=1OCCNC1N2)O[C@H](C)[C@@H]2CC(NC2)=O ((R)-4-((R)-1-((1-cyclopropyl-5-(3,4-dihydro-2H-pyrido[3,2-b][1,4]oxazin-6-yl)-1H-benzo[d]imidazol-7-yl)oxy)ethyl)pyrrolidin-2-one), BrC1=CC2=C(OCCN2)C=C1 (6-bromo-3,4-dihydro-2H-benzo[b][1,4]oxazine). The product is C1(CC1)N1C=NC2=C1C(=CC(=C2)C2=CC1=C(OCCN1)C=C2)O[C@H](C)[C@@H]2CC(NC2)=O ((R)-4-((R)-1-((1-cyclopropyl-5-(3,4-dihydro-2H-benzo[b][1,4]oxazin-6-yl)-1H-benzo[d]imidazol-7-yl)oxy)ethyl)pyrrolidin-2-one). Yield: 18.0%. RXN SMILES: [CH:1]1([N:4]2[C:8]3[C:9]([O:23][C@@H:24]([C@H:26]4[CH2:30][NH:29][C:28](=[O:31])[CH2:27]4)[CH3:25])=[CH:10][C:11]([C:13]4[CH:14]=[CH:15][C:16]5[O:17][CH2:18][CH2:19][NH:20][C:21]=5N=4)=[CH:12][C:7]=3[N:6]=[CH:5]2)[CH2:3][CH2:2]1.Br[C:33]1C=CC2OCCNC=2C=1>>[CH:1]1([N:4]2[C:8]3[C:9]([O:23][C@@H:24]([C@H:26]4[CH2:30][NH:29][C:28](=[O:31])[CH2:27]4)[CH3:25])=[CH:10][C:11]([C:13]4[CH:14]=[CH:15][C:16]5[O:17][CH2:18][CH2:19][NH:20][C:21]=5[CH:33]=4)=[CH:12][C:7]=3[N:6]=[CH:5]2)[CH2:2][CH2:3]1. Procedure details: Prepared by Suzuki coupling reaction procedure, as previously described for the synthesis of (R)-4-((R)-1-((1-cyclopropyl-5-(3,4-dihydro-2H-pyrido[3,2-b][1,4]oxazin-6-yl)-1H-benzo[d]imidazol-7-yl)oxy)ethyl)pyrrolidin-2-one:, using instead 6-bromo-3,4-dihydro-2H-benzo[b][1,4]oxazine as a starting material to afford 27.9 mg (18%) of (R)-4-((R)-1-((1-cyclopropyl-5-(3,4-dihydro-2H-benzo[b][1,4]oxazin-6-yl)-1H-benzo[d]imidazol-7-yl)oxy)ethyl)pyrrolidin-2-one:. 1H NMR (300 MHz, d6-DMSO) δ 8.06 (s, 1H)...